Dataset: the Open Reaction Database (ORD), a public repository of structured organic reaction records. Task: describe an organic reaction: reactants, conditions, products, and yield The reactants are OC=1C=C(C(=O)OCC)C=CC1 (ethyl 3-hydroxybenzoate), ClCC1=CC=CC2=CC=CC=C12 (1-(chloromethyl)naphthalene), C([O-])([O-])=O.[K+].[K+] (potassium carbonate), CI (methyl iodide). Solvent: CC(=O)C (acetone). The product is C1(=CC=CC2=CC=CC=C12)COC=1C=C(C(=O)O)C=CC1 (3-(1-naphthylmethoxy)benzoic acid). Reaction SMILES: [OH:1][C:2]1[CH:3]=[C:4]([CH:10]=[CH:11][CH:12]=1)[C:5]([O:7]CC)=[O:6].Cl[CH2:14][C:15]1[C:24]2[C:19](=[CH:20][CH:21]=[CH:22][CH:23]=2)[CH:18]=[CH:17][CH:16]=1.C(=O)([O-])[O-].[K+].[K+].CI>CC(C)=O>[C:15]1([CH2:14][O:1][C:2]2[CH:3]=[C:4]([CH:10]=[CH:11][CH:12]=2)[C:5]([OH:7])=[O:6])[C:24]2[C:19](=[CH:20][CH:21]=[CH:22][CH:23]=2)[CH:18]=[CH:17][CH:16]=1 |f:2.3.4|. Procedure details: A mixture comprising ethyl 3-hydroxybenzoate (5.00 g), 1-(chloromethyl)naphthalene (5.40 ml), potassium carbonate (6.24 g), methyl iodide (a catalytic amount) and acetone (50 ml) was heated at reflux for 24 hours. After the reaction mixture was concentrated under reduced pressure to remove the solvent, the residue was mixed with water (200 ml) and was extracted with ethyl acetate. After the organic layer was concentrated, a 1 N aqueous solution of sodium hydroxide (50 ml) was added to the residu... Starting materials: Oc1ccc(Br)c(Cl)c1, CCOCCCO, C1CCOC1, c1ccc(P(c2ccccc2)c2ccccc2)cc1. Product: CCOCCCOc1ccc(Br)c(Cl)c1. As a reaction SMILES: [Br:1][c:2]1[c:3]([Cl:9])[cH:4][c:5]([OH:8])[cH:6][cH:7]1.[CH2:10]([CH3:11])[O:12][CH2:13][CH2:14][CH2:15][OH:16].[O:36]1[CH2:37][CH2:38][CH2:39][CH2:40]1.[c:17]1([P:18]([c:19]2[cH:20][cH:21][cH:22][cH:23][cH:24]2)[c:25]2[cH:26][cH:27][cH:28][cH:29][cH:30]2)[cH:31][cH:32][cH:33][cH:34][cH:35]1>>[Br:1][c:2]1[c:3]([Cl:9])[cH:4][c:5]([O:8][CH2:15][CH2:14][CH2:13][O:12][CH2:10][CH3:11])[cH:6][cH:7]1.